From a dataset of the Open Reaction Database (ORD), a public repository of structured organic reaction records. describe an organic reaction: reactants, conditions, products, and yield Starting materials: C(#N)CC1(CN(C1)C=1N=CC(=NC1)C(=O)N[C@@H](C)C1CC1)N1N=CC(=C1)C1=C2C(=NC=C1)N(C=C2)COCC[Si](C)(C)C (5-{3-(Cyanomethyl)-3-[4-(1-{[2-(trimethylsilyl)ethoxy]methyl}-1H-pyrrolo[2,3-b]pyridin-4-yl)-1H-pyrazol-1-yl]azetidin-1-yl}-N-[(1S)-1-cyclopropylethyl]pyrazine-2-carboxamide), C(CN)N (ethylenediamine). Run in CO (methanol), FC(C(=O)O)(F)F (trifluoroacetic acid), C(Cl)Cl (methylene chloride). Run at time 2 hour. Yields the product C(#N)CC1(CN(C1)C=1N=CC(=NC1)C(=O)N[C@@H](C)C1CC1)N1N=CC(=C1)C1=C2C(=NC=C1)NC=C2 (5-{3-(cyanomethyl)-3-[4-(1H-pyrrolo[2,3-b]pyridin-4-yl)-1H-pyrazol-1-yl]azetidin-1-yl}-N-[(1S)-1-cyclopropylethyl]pyrazine-2-carboxamide). Isolated yield 72.3%. As a reaction SMILES: [C:1]([CH2:3][C:4]1([N:22]2[CH:26]=[C:25]([C:27]3[CH:32]=[CH:31][N:30]=[C:29]4[N:33](COCC[Si](C)(C)C)[CH:34]=[CH:35][C:28]=34)[CH:24]=[N:23]2)[CH2:7][N:6]([C:8]2[N:9]=[CH:10][C:11]([C:14]([NH:16][C@H:17]([CH:19]3[CH2:21][CH2:20]3)[CH3:18])=[O:15])=[N:12][CH:13]=2)[CH2:5]1)#[N:2].C(N)CN>FC(F)(F)C(O)=O.C(Cl)Cl.CO>[C:1]([CH2:3][C:4]1([N:22]2[CH:26]=[C:25]([C:27]3[CH:32]=[CH:31][N:30]=[C:29]4[NH:33][CH:34]=[CH:35][C:28]=34)[CH:24]=[N:23]2)[CH2:7][N:6]([C:8]2[N:9]=[CH:10][C:11]([C:14]([NH:16][C@H:17]([CH:19]3[CH2:21][CH2:20]3)[CH3:18])=[O:15])=[N:12][CH:13]=2)[CH2:5]1)#[N:2]. Reported procedure: 5-{3-(Cyanomethyl)-3-[4-(1-{[2-(trimethylsilyl)ethoxy]methyl}-1H-pyrrolo[2,3-b]pyridin-4-yl)-1H-pyrazol-1-yl]azetidin-1-yl}-N-[(1S)-1-cyclopropylethyl]pyrazine-2-carboxamide (0.23 g) was dissolved in a solution of trifluoroacetic acid (2 mL) and methylene chloride (2 mL). The mixture was stirred at room temperature for 2 h, and concentrated to dryness under reduced pressure. The residue was purified by flash chromatography on a silica gel column with methanol in methylene chloride (0-5%) to affo... The reactants are COC(=O)C(OCC1(c2ccc(F)cc2)CCN(C(=O)OC(C)(C)C)CC1)c1cc(Cl)cc2cn[nH]c12, CC(C)(C)OC(=O)N1CCC(COC(C#N)c2cc(Cl)cc3cn(COCC[Si](C)(C)C)nc23)(c2ccc(F)cc2)CC1. Yields the product CC(C)(C)OC(=O)N1CCC(COC(C#N)c2cc(Cl)cc3cn[nH]c23)(c2ccc(F)cc2)CC1. Reaction SMILES: [Cl:1][c:2]1[cH:3][c:4]2[c:5]([c:6]([CH:7]([O:8][CH2:9][C:10]3([c:11]4[cH:12][cH:13][c:14]([F:15])[cH:16][cH:17]4)[CH2:18][CH2:19][N:20]([C:21]([O:22][C:23]([CH3:24])([CH3:25])[CH3:26])=[O:27])[CH2:28][CH2:29]3)[C:30]([O:31][CH3:32])=[O:33])[cH:34]1)[nH:35][n:36][cH:37]2.[Cl:38][c:39]1[cH:40][c:41]2[cH:42][n:43]([CH2:73][O:74][CH2:75][CH2:76][Si:77]([CH3:78])([CH3:79])[CH3:80])[n:44][c:45]2[c:46]([CH:48]([O:49][CH2:50][C:51]2([c:64]3[cH:65][cH:66][c:67]([F:70])[cH:68][cH:69]3)[CH2:52][CH2:53][N:54]([C:57](=[O:58])[O:59][C:60]([CH3:61])([CH3:62])[CH3:63])[CH2:55][CH2:56]2)[C:71]#[N:72])[cH:47]1>>[Cl:38][c:39]1[cH:40][c:41]2[cH:42][n:43][nH:44][c:45]2[c:46]([CH:48]([O:49][CH2:50][C:51]2([c:64]3[cH:65][cH:66][c:67]([F:70])[cH:68][cH:69]3)[CH2:52][CH2:53][N:54]([C:57](=[O:58])[O:59][C:60]([CH3:61])([CH3:62])[CH3:63])[CH2:55][CH2:56]2)[C:71]#[N:72])[cH:47]1. Starting materials: ClCCl, CCC(O)c1ccc(-c2nc3ccc(C4(c5ccccc5)CC4)nc3s2)c(F)c1, [Na+], O=C([O-])O. Product: CCC(=O)c1ccc(-c2nc3ccc(C4(c5ccccc5)CC4)nc3s2)c(F)c1. RXN SMILES: [Cl:30][CH2:31][Cl:32].[F:1][c:2]1[cH:3][c:4]([CH:26]([CH2:27][CH3:28])[OH:29])[cH:5][cH:6][c:7]1-[c:8]1[s:9][c:10]2[n:11][c:12]([C:17]3([c:20]4[cH:21][cH:22][cH:23][cH:24][cH:25]4)[CH2:18][CH2:19]3)[cH:13][cH:14][c:15]2[n:16]1.[Na+:37].[O-:33][C:34]([OH:35])=[O:36]>>[F:1][c:2]1[cH:3][c:4]([C:26]([CH2:27][CH3:28])=[O:29])[cH:5][cH:6][c:7]1-[c:8]1[s:9][c:10]2[n:11][c:12]([C:17]3([c:20]4[cH:21][cH:22][cH:23][cH:24][cH:25]4)[CH2:18][CH2:19]3)[cH:13][cH:14][c:15]2[n:16]1. Starting materials: N#CCBr, C1CCOC1, CC(C)(C)[O-], [Li+], NC1(CO)c2cc(I)ccc2Oc2ncc(Br)cc21. The product is N#CCOCC1(N)c2cc(I)ccc2Oc2ncc(Br)cc21. Reaction SMILES: [Br:20][CH2:21][C:22]#[N:23].[CH2:30]1[O:31][CH2:32][CH2:33][CH2:34]1.[CH3:24][C:25]([CH3:26])([O-:27])[CH3:28].[Li+:29].[NH2:1][C:2]1([CH2:18][OH:19])[c:3]2[cH:4][c:5]([I:17])[cH:6][cH:7][c:8]2[O:9][c:10]2[n:11][cH:12][c:13]([Br:16])[cH:14][c:15]21>>[NH2:1][C:2]1([CH2:18][O:19][CH2:21][C:22]#[N:23])[c:3]2[cH:4][c:5]([I:17])[cH:6][cH:7][c:8]2[O:9][c:10]2[n:11][cH:12][c:13]([Br:16])[cH:14][c:15]21. Starting materials: BrCCNCCBr, Br, COc1cc(N)cc(OC)c1OC, CO, [Na+], [Na+], O=C([O-])[O-]. The product is Br, COc1cc(N2CCNCC2)cc(OC)c1OC. RXN SMILES: [Br:15][CH2:16][CH2:17][NH:18][CH2:19][CH2:20][Br:21].[BrH:14].[CH3:1][O:2][c:3]1[cH:4][c:5]([NH2:6])[cH:7][c:8]([O:12][CH3:13])[c:9]1[O:10][CH3:11].[CH3:28][OH:29].[Na+:22].[Na+:23].[O-:24][C:25](=[O:26])[O-:27]>>[BrH:15].[CH3:1][O:2][c:3]1[cH:4][c:5]([N:6]2[CH2:16][CH2:17][NH:18][CH2:19][CH2:20]2)[cH:7][c:8]([O:12][CH3:13])[c:9]1[O:10][CH3:11]. The reactants are O (water), BrC1=CC=C(C=C1)O (4-bromophenol), C(C1=CC=CC=C1)Br (benzylbromide), C(=O)([O-])[O-].[Na+].[Na+] (Na2CO3). Solvent: CN(C)C=O (DMF). Run at time 24 hour. Yields the product [Br-].C(C1=CC=CC=C1)OC1=CC=CC=C1 (4-benzyloxybenzene bromide). Reaction SMILES: [Br:1][C:2]1[CH:7]=[CH:6][C:5]([OH:8])=[CH:4][CH:3]=1.[CH2:9](Br)[C:10]1[CH:15]=[CH:14][CH:13]=[CH:12][CH:11]=1.C([O-])([O-])=O.[Na+].[Na+].O>CN(C=O)C>[Br-:1].[CH2:9]([O:8][C:5]1[CH:6]=[CH:7][CH:2]=[CH:3][CH:4]=1)[C:10]1[CH:15]=[CH:14][CH:13]=[CH:12][CH:11]=1 |f:2.3.4,7.8|. Reported procedure: A mixture of 4-bromophenol (40 mmol), benzylbromide (40 mmol) and Na2CO3 in DMF (200 mL) was stirred at room temperature for 24 hours and was then poured into water. A solid was collected and was further recrystallized from hexane to give 4-benzyloxybenzene bromide in almost quantitative yield. A solution of the bromide in THF (100 mL) was treated with BuLi (44 mmol) at -78° C. over 30 minutes and then with a solution of ZnI2 (40 mmol) in THF(40 mL) over 20 minutes. After the resulting mixture w... The reactants are O1CCCC1 (tetrahydrofuran), C(CCCCCCCCCCCC)C1=CC(=CN1)C(=O)O (5-tridecylpyrrole-3-carboxylic acid), C1(CCCCC1)N=C=NC1CCCCC1 (dicyclohexylcarbodiimide), CN(C)C1=NC=CC=C1 (dimethylaminopyridine). Solvent: C(CC)O (n-propyl alcohol). Conditions: temperature 60 celsius. Product: C(CCCCCCCCCCCC)C1=CC(=CN1)C(=O)OCCC (propyl 5-tridecylpyrrole-3-carboxylate). Isolated yield 73.0%. As a reaction SMILES: O1C[CH2:4][CH2:3][CH2:2]1.[CH2:6]([C:19]1[NH:23][CH:22]=[C:21]([C:24]([OH:26])=[O:25])[CH:20]=1)[CH2:7][CH2:8][CH2:9][CH2:10][CH2:11][CH2:12][CH2:13][CH2:14][CH2:15][CH2:16][CH2:17][CH3:18].C1(N=C=NC2CCCCC2)CCCCC1.CN(C1C=CC=CN=1)C>C(O)CC>[CH2:6]([C:19]1[NH:23][CH:22]=[C:21]([C:24]([O:26][CH2:2][CH2:3][CH3:4])=[O:25])[CH:20]=1)[CH2:7][CH2:8][CH2:9][CH2:10][CH2:11][CH2:12][CH2:13][CH2:14][CH2:15][CH2:16][CH2:17][CH3:18]. Procedure details: To 25 ml of tetrahydrofuran were added 1.50 g (5.11 mmol) of 5-tridecylpyrrole-3-carboxylic acid and 1.27 g (6.15 mmol) of dicyclohexylcarbodiimide, followed by adding 3.8 ml of n-propyl alcohol and 62 mg of dimethylaminopyridine. Then the mixture was heated at 60° C. for 10 hours under stirring. After cooling, the resulting precipitates were filtered off and washed well with ether. The filtrate and the washing liquid were combined and concentrated. The residue was purified by subjecting it to c...